Task: describe an organic reaction: reactants, conditions, products, and yield. Dataset: the Open Reaction Database (ORD), a public repository of structured organic reaction records The reactants are Cl (Hydrochloric acid), COC1=CC=C2[C@@H]([C@@H](COC2=C1)C1=CC=CC=C1)C1=CC=C(C=C1)O ((+,-) cis 7-methoxy-4-(4-hydroxy-phenyl)-3-phenyl-chroman), C(C)(=O)OCC (ethyl acetate), CS(=O)(=O)Cl (methanesulfonylchloride). Solvent: N1=CC=CC=C1 (pyridine). Product: COC1=CC=C2[C@@H]([C@@H](COC2=C1)C1=CC=CC=C1)C1=CC=C(C=C1)OS(=O)(=O)C ((+,-) cis Methanesulfonic acid 4-(7-methoxy-3-phenyl-chroman-4-yl)-phenyl ester). Reaction SMILES: [CH3:1][O:2][C:3]1[CH:12]=[C:11]2[C:6]([C@H:7]([C:19]3[CH:24]=[CH:23][C:22]([OH:25])=[CH:21][CH:20]=3)[C@H:8]([C:13]3[CH:18]=[CH:17][CH:16]=[CH:15][CH:14]=3)[CH2:9][O:10]2)=[CH:5][CH:4]=1.[CH3:26][S:27](Cl)(=[O:29])=[O:28].C(OCC)(=O)C.Cl>N1C=CC=CC=1>[CH3:1][O:2][C:3]1[CH:12]=[C:11]2[C:6]([C@H:7]([C:19]3[CH:20]=[CH:21][C:22]([O:25][S:27]([CH3:26])(=[O:29])=[O:28])=[CH:23][CH:24]=3)[C@H:8]([C:13]3[CH:18]=[CH:17][CH:16]=[CH:15][CH:14]=3)[CH2:9][O:10]2)=[CH:5][CH:4]=1. Procedure details: (+,-) cis 7-methoxy-4-(4-hydroxy-phenyl)-3-phenyl-chroman (7.5 g, 22.6 mmol) was dissolved in pyridine (35 ml), and methanesulfonylchloride (3.85 ml, 49.6 mmol) was added dropwise in 5 min. The reaction mixture was refluxed for 30 min, cooled to room temperature, and ethyl acetate (100 ml) was added. The reaction mixture was acidified with 6N Hydrochloric acid (100 ml), and the separated aqueous phase extracted with ethyl acetate (25 ml). The combined organic extracts were washed with 1N hydroch... The solvent is C(Cl)Cl (methylene chloride), C(Cl)Cl (methylene chloride). RXN SMILES: [Br:1][CH2:2][C:3]([C:5]1[CH:10]=[C:9]([N+:11]([O-:13])=[O:12])[C:8]([OH:14])=[C:7]([O:15]C)[CH:6]=1)=[O:4].B(Br)(Br)Br>C(Cl)Cl>[Br:1][CH2:2][C:3]([C:5]1[CH:10]=[C:9]([N+:11]([O-:13])=[O:12])[C:8]([OH:14])=[C:7]([OH:15])[CH:6]=1)=[O:4]. Yields the product BrCC(=O)C1=CC(=C(C(=C1)[N+](=O)[O-])O)O (2-bromo-3',4'-dihydroxy-5'-nitroacetophenone). The reactants are BrCC(=O)C1=CC(=C(C(=C1)[N+](=O)[O-])O)OC (2-bromo-4'-hydroxy-3'-methoxy-5'-nitroacetophenone), B(Br)(Br)Br (boron tribromide). Run at time 16 hour. Reported procedure: A suspension of 29.0 g of 2-bromo-4'-hydroxy-3'-methoxy-5'-nitroacetophenone in 700 ml of dry methylene chloride is treated at -20° within 30 minutes with a solution of 125.3 g of boron tribromide in 300 ml of dry methylene chloride. After the addition the mixture is stirred at -20° for a further 1 hour and at room temperature for 16 hours, then evaporated, the residue is treated cautiously with water while cooling with ice and stirred at 50° for 30 minutes. After cooling the mixture is extracte... Yield: 30.0%. Procedure: A mixture of 5,6-Dihydro-cyclopenta[b]thiophen-4-one (1.0 g, 7.4 mmol) and 1-Isothiocyanato-4-trifluoromethyl-benzene (1.5 g, 7.2 mmol) in THF (2.0 mL) was added to lithium hexamethyl disilane (7.0 mL, 7.2 mmol) dropwise at room temperature. The reaction mixture was stirred for 8 hr. Hydrazine monohydrate (0.4 mL, 7.9 mmol) and glacial acetic acid (0.5 mL) were added to the reaction mixture, which was then heated at the reflux temperature for 24 hr. The resulting mixture was added to water (30 m... RXN SMILES: [S:1]1[CH:5]=[CH:4][C:3]2[C:6](=O)[CH2:7][CH2:8][C:2]1=2.[N:10]([C:13]1[CH:18]=[CH:17][C:16]([C:19]([F:22])([F:21])[F:20])=[CH:15][CH:14]=1)=[C:11]=S.C[Si](C)(C)[Si](C)(C)C.[Li].O.[NH2:33][NH2:34]>C1COCC1.O.C(O)(=O)C>[S:1]1[CH:5]=[CH:4][C:3]2[C:6]3[NH:33][N:34]=[C:11]([NH:10][C:13]4[CH:18]=[CH:17][C:16]([C:19]([F:22])([F:21])[F:20])=[CH:15][CH:14]=4)[C:7]=3[CH2:8][C:2]1=2 |f:2.3,4.5,^1:30|. The product is S1C=2CC3=C(C2C=C1)NN=C3NC3=CC=C(C=C3)C(F)(F)F ((4,7-Dihydro-1-thia-4,5-diaza-cyclopenta[a]pentalen-6-yl)-(4-trifluoromethyl-phenyl)-amine). Starting materials: C[Si]([Si](C)(C)C)(C)C.[Li] (lithium hexamethyl disilane), O.NN (Hydrazine monohydrate), S1C2=C(C=C1)C(CC2)=O (5,6-Dihydro-cyclopenta[b]thiophen-4-one), N(=C=S)C1=CC=C(C=C1)C(F)(F)F (1-Isothiocyanato-4-trifluoromethyl-benzene). Run in C(C)(=O)O (acetic acid), C1CCOC1 (THF), O (water). Run at time 8 hour. The reactants are CCOC(=O)c1[nH]c(C=CC(=O)OC(C)(C)C)cc1C, CCO, CCOC(C)=O. Product: CCOC(=O)c1[nH]c(CCC(=O)OC(C)(C)C)cc1C. RXN SMILES: [CH2:1]([CH3:2])[O:3][C:4](=[O:5])[c:6]1[nH:7][c:8]([CH:12]=[CH:13][C:14](=[O:15])[O:16][C:17]([CH3:18])([CH3:19])[CH3:20])[cH:9][c:10]1[CH3:11].[CH3:21][CH2:22][OH:23].[CH3:24][CH2:25][O:26][C:27](=[O:28])[CH3:29]>>[CH2:1]([CH3:2])[O:3][C:4](=[O:5])[c:6]1[nH:7][c:8]([CH2:12][CH2:13][C:14](=[O:15])[O:16][C:17]([CH3:18])([CH3:19])[CH3:20])[cH:9][c:10]1[CH3:11]. Reactants: [BH4-].[Na+] (Sodium borohydride), C1(=CC=CC=C1)CN(C1=NC=2CCCCC2C(=C1[N+](=O)[O-])NCC1=CC=CC=C1)CC1=CC=CC=C1 (N2,N2,N4 -Tris(phenylmethyl)-5,6,7,8-tetrahydro-3-nitroquinolin-2,4-diamine), [BH4-].[Na+] (sodium borohydride). Reagents/catalysts: O.[Ni](Cl)Cl (nickel(II) chloride hydrate). Solvent: CO (methanol), C(Cl)Cl (methylene chloride). Run at time 30 minute. Yields the product C1(=CC=CC=C1)CN(C1=NC=2CCCCC2C(=C1N)NCC1=CC=CC=C1)CC1=CC=CC=C1 (N2,N2,N4 -Tris(phenylmethyl)-5,6,7,8-tetrahydroquinolin-2,3,4-triamine). The yield is 92.9%. As a reaction SMILES: [BH4-].[Na+].[C:3]1([CH2:9][N:10]([CH2:32][C:33]2[CH:38]=[CH:37][CH:36]=[CH:35][CH:34]=2)[C:11]2[C:20]([N+:21]([O-])=O)=[C:19]([NH:24][CH2:25][C:26]3[CH:31]=[CH:30][CH:29]=[CH:28][CH:27]=3)[C:18]3[CH2:17][CH2:16][CH2:15][CH2:14][C:13]=3[N:12]=2)[CH:8]=[CH:7][CH:6]=[CH:5][CH:4]=1>CO.C(Cl)Cl.O.[Ni](Cl)Cl>[C:33]1([CH2:32][N:10]([CH2:9][C:3]2[CH:4]=[CH:5][CH:6]=[CH:7][CH:8]=2)[C:11]2[C:20]([NH2:21])=[C:19]([NH:24][CH2:25][C:26]3[CH:27]=[CH:28][CH:29]=[CH:30][CH:31]=3)[C:18]3[CH2:17][CH2:16][CH2:15][CH2:14][C:13]=3[N:12]=2)[CH:34]=[CH:35][CH:36]=[CH:37][CH:38]=1 |f:0.1,5.6|. Procedure: Sodium borohydride (0.82 g, 22 mmole) was added to a solution of nickel(II) chloride hydrate (1.43 g, 6 mmole) in methanol (300 mL). The addition caused a black solid to form along with gas evolution. The resulting heterogeneous mixture was stirred at ambient temperature for about 30 minutes. A solution containing N2,N2,N4 -Tris(phenylmethyl)-5,6,7,8-tetrahydro-3-nitroquinolin-2,4-diamine (5.73 g, 12 mmole) in methylene chloride (20 mL) was added followed by 5 successive additions of sodium boro... Reactants: C1=CN(C=N1)C(=O)N2C=CN=C2 (CDI), FC1=C(C(=C(C2=C1C=CO2)N)NC2=C(C=C(C=C2)I)F)F (4,5-difluoro-N6-(2-fluoro-4-iodo-phenyl)-benzofuran-6,7-diamine), O (water), FC1=C(C(=C(C2=C1C=CO2)N)NC2=C(C=C(C=C2)I)F)F (4,5-difluoro-N6-(2-fluoro-4-iodo-phenyl)-benzofuran-6,7-diamine). The solvent is C(Cl)Cl (DCM), C1CCOC1 (THF). Conditions: time 48 hour. Product: FC1=C(C=2C=COC2C2=C1N(C(N2)=O)C2=C(C=C(C=C2)I)F)F (4,5-Difluoro-3-(2-fluoro-4-iodophenyl)-1H-benzofuro[6,7-d]imidazol-2(3H)-one). Isolated yield 53.2%. Reaction SMILES: C1N=CN([C:6](N2C=NC=C2)=[O:7])C=1.[F:13][C:14]1[C:19]2[CH:20]=[CH:21][O:22][C:18]=2[C:17]([NH2:23])=[C:16]([NH:24][C:25]2[CH:30]=[CH:29][C:28]([I:31])=[CH:27][C:26]=2[F:32])[C:15]=1[F:33].O>C(Cl)Cl.C1COCC1>[F:33][C:15]1[C:16]2[N:24]([C:25]3[CH:30]=[CH:29][C:28]([I:31])=[CH:27][C:26]=3[F:32])[C:6](=[O:7])[NH:23][C:17]=2[C:18]2[O:22][CH:21]=[CH:20][C:19]=2[C:14]=1[F:13]. Procedure: For scale up synthesis, CDI(92.4 g, 570 mmol) was added to a solution of 4,5-difluoro-N6-(2-fluoro-4-iodo-phenyl)-benzofuran-6,7-diamine (153.6 g, 380.1 mmol) in 1500 mL of DCM at 0° C. The solution was then warmed to room temperature and stirred for approximately 48 hours. Analysis showed 0.3% remaining of 4,5-difluoro-N6-(2-fluoro-4-iodo-phenyl)-benzofuran-6,7-diamine with 86.1% purity. The solution was filtered to give crude gray solid with 96.4% purity. The crude was dissolved in 1.5 L of TH... Reactants: COC=1C=C(CNC2=NN3C(CN2)=C(N=C3CCC)C)C=CC1OC (2-(3,4-dimethoxybenzylamino)3,4-dihydro-5-methyl-7-propylimidazo[5,1-f]-as-triazine), C(\C=C/C(=O)[O-])(=O)O (hydrogen maleate). Yields the product COC=1C=C(CNC2=NN3C(C=N2)=C(N=C3CCC)C)C=CC1OC (2-(3,4-Dimethoxybenzylamino)5-methyl-7-propylimidazo[5,1-f]-as-triazine). RXN SMILES: [CH3:1][O:2][C:3]1[CH:4]=[C:5]([CH:21]=[CH:22][C:23]=1[O:24][CH3:25])[CH2:6][NH:7][C:8]1[NH:13][CH2:12][C:11]2=[C:14]([CH3:20])[N:15]=[C:16]([CH2:17][CH2:18][CH3:19])[N:10]2[N:9]=1.C(O)(=O)/C=C\C([O-])=O>>[CH3:1][O:2][C:3]1[CH:4]=[C:5]([CH:21]=[CH:22][C:23]=1[O:24][CH3:25])[CH2:6][NH:7][C:8]1[N:13]=[CH:12][C:11]2=[C:14]([CH3:20])[N:15]=[C:16]([CH2:17][CH2:18][CH3:19])[N:10]2[N:9]=1. Procedure details: 2-(3,4-Dimethoxybenzylamino)5-methyl-7-propylimidazo[5,1-f]-as-triazine, m.p. 158°-160° was prepared from 2-(3,4-dimethoxybenzylamino)3,4-dihydro-5-methyl-7-propylimidazo[5,1-f]-as-triazine (Example 12d). It was converted to its hydrogen maleate, m.p. 118°-121°.